From a dataset of the Open Reaction Database (ORD), a public repository of structured organic reaction records. describe an organic reaction: reactants, conditions, products, and yield Starting materials: CN1CCN(c2ccc(C(=O)O)cc2)CC1, Cl, Cl, Cl, NC1CCC(CCN2CCN(c3nccc4c3OCC4)CC2)CC1. Yields the product CN1CCN(c2ccc(C(=O)NC3CCC(CCN4CCN(c5nccc6c5OCC6)CC4)CC3)cc2)CC1. RXN SMILES: [CH3:28][N:29]1[CH2:30][CH2:31][N:32]([c:35]2[cH:36][cH:37][c:38]([C:39](=[O:40])[OH:41])[cH:42][cH:43]2)[CH2:33][CH2:34]1.[ClH:1].[ClH:2].[ClH:3].[O:4]1[CH2:5][CH2:6][c:7]2[c:8]1[c:9]([N:13]1[CH2:14][CH2:15][N:16]([CH2:19][CH2:20][CH:21]3[CH2:22][CH2:23][CH:24]([NH2:27])[CH2:25][CH2:26]3)[CH2:17][CH2:18]1)[n:10][cH:11][cH:12]2>>[O:4]1[CH2:5][CH2:6][c:7]2[c:8]1[c:9]([N:13]1[CH2:14][CH2:15][N:16]([CH2:19][CH2:20][CH:21]3[CH2:22][CH2:23][CH:24]([NH:27][C:39]([c:38]4[cH:37][cH:36][c:35]([N:32]5[CH2:31][CH2:30][N:29]([CH3:28])[CH2:34][CH2:33]5)[cH:43][cH:42]4)=[O:40])[CH2:25][CH2:26]3)[CH2:17][CH2:18]1)[n:10][cH:11][cH:12]2.